Dataset: the Open Reaction Database (ORD), a public repository of structured organic reaction records. Task: describe an organic reaction: reactants, conditions, products, and yield Starting materials: O[C@H](CN1C(C2=C(CC1)NC(=C2C)C=O)=O)CN2CCOCC2 ((S)-5-(2-hydroxy-3-morpholin-4-yl-propyl)-3-methyl-4-oxo-4,5,6,7-tetrahydro-1H-pyrrolo[3,2-c]pyridine-2-carbaldehyde), BrC1=C2CC(NC2=CC=C1)=O (4-bromo-1,3-dihydro-indol-2-one). Yields the product BrC1=C2/C(/C(NC2=CC=C1)=O)=C/C1=C(C=2C(N(CCC2N1)C[C@H](CN1CCOCC1)O)=O)C ((S,Z)-2-(4-bromo-2-oxo-1,2-dihydro-indol-3-ylidenemethyl)-5-(2-hydroxy-3-morpholin-4-yl-propyl)-3-methyl-1,5,6,7-tetrahydro-pyrrolo[3,2-c]pyridin-4-one). Yield: 74.5%. As a reaction SMILES: [OH:1][C@@H:2]([CH2:17][N:18]1[CH2:23][CH2:22][O:21][CH2:20][CH2:19]1)[CH2:3][N:4]1[CH2:9][CH2:8][C:7]2[NH:10][C:11]([CH:14]=O)=[C:12]([CH3:13])[C:6]=2[C:5]1=[O:16].[Br:24][C:25]1[CH:33]=[CH:32][CH:31]=[C:30]2[C:26]=1[CH2:27][C:28](=[O:34])[NH:29]2>>[Br:24][C:25]1[CH:33]=[CH:32][CH:31]=[C:30]2[C:26]=1/[C:27](=[CH:14]/[C:11]1[NH:10][C:7]3[CH2:8][CH2:9][N:4]([CH2:3][C@@H:2]([OH:1])[CH2:17][N:18]4[CH2:19][CH2:20][O:21][CH2:22][CH2:23]4)[C:5](=[O:16])[C:6]=3[C:12]=1[CH3:13])/[C:28](=[O:34])[NH:29]2. Reported procedure: The title compound was prepared under the same conditions as described in step 6 of Example 5 with (S)-5-(2-hydroxy-3-morpholin-4-yl-propyl)-3-methyl-4-oxo-4,5,6,7-tetrahydro-1H-pyrrolo[3,2-c]pyridine-2-carbaldehyde 5f obtained from step 5 of Example 5 and 4-bromo-1,3-dihydro-indol-2-one as starting materials to give (S,Z)-2-(4-bromo-2-oxo-1,2-dihydro-indol-3-ylidenemethyl)-5-(2-hydroxy-3-morpholin-4-yl-propyl)-3-methyl-1,5,6,7-tetrahydro-pyrrolo[3,2-c]pyridin-4-one 22 (43 mg, yield 74.5%) as a ... Reactants: C(C)(C)(C)C=1C(=C(C(=C(C1)C(F)(F)P([O-])([O-])=O)Br)C(C)(C)C)CC(C(C1=CC=CC=C1)=O)(C1=CC=CC=C1)CC1=CC(=C(C=C1)C(F)(F)P(=O)(OC(C)(C)C)OC(C)(C)C)Br (di(tert-butyl)[2-bromo-4-(2-{3-bromo-4-[[di(tert-butoxy) phosphoryl](difluoro)methyl]benzyl}-3-oxo-2,3-diphenylpropyl)phenyl](difluoro)methylphosphonate). Solvent: CC(=O)O (HOAc), O (H2O). Product: BrC1=C(C=CC(=C1)CC(C(C1=CC=CC=C1)=O)(C1=CC=CC=C1)CC1=CC(=C(C=C1)C(P(=O)(O)O)(F)F)Br)OP(O)(=O)C(F)F ([2-bromo-4-(2-{3-bromo-4-[difluoro(phosphono)methyl]benzyl}-3-oxo-2,3-diphenylpropyl)phenyl](difluoro) methylphosphonic acid). Isolated yield 227.7%. Reaction SMILES: C([C:5]1[C:6]([CH2:23][C:24]([CH2:39][C:40]2[CH:45]=[CH:44][C:43](C(P(OC(C)(C)C)(OC(C)(C)C)=O)(F)F)=[C:42]([Br:61])[CH:41]=2)([C:33]2[CH:38]=[CH:37][CH:36]=[CH:35][CH:34]=2)[C:25](=[O:32])[C:26]2[CH:31]=[CH:30][CH:29]=[CH:28][CH:27]=2)=[C:7](C(C)(C)C)[C:8]([Br:18])=[C:9]([C:11]([P:14](=[O:17])([O-:16])[O-:15])([F:13])[F:12])[CH:10]=1)(C)(C)C>CC(O)=O.O>[Br:61][C:42]1[CH:41]=[C:40]([CH2:39][C:24]([CH2:23][C:6]2[CH:5]=[CH:10][C:9]([C:11]([F:13])([F:12])[P:14]([OH:16])([OH:15])=[O:17])=[C:8]([Br:18])[CH:7]=2)([C:33]2[CH:38]=[CH:37][CH:36]=[CH:35][CH:34]=2)[C:25](=[O:32])[C:26]2[CH:31]=[CH:30][CH:29]=[CH:28][CH:27]=2)[CH:45]=[CH:44][C:43]=1[O:16][P:14]([CH:11]([F:13])[F:12])(=[O:15])[OH:17]. Procedure: The product of Step 8 (96 mg, 0.094 mmol) was stirred overnight in HOAc (3 mL) and H2O (0.3 mL). The solvent was removed under vacuum and the residue was co-evaporated with toluene/acetone (3×) to give a tan coloured foam (85 mg). As a reaction SMILES: [Br:1][C:2]1[CH:3]=[CH:4][C:5]([Cl:9])=[C:6]([OH:8])[CH:7]=1.Cl[CH2:11][CH2:12][S:13][CH3:14].C(=O)([O-])[O-].[Cs+].[Cs+]>CN(C=O)C>[Br:1][C:2]1[CH:3]=[CH:4][C:5]([Cl:9])=[C:6]([CH:7]=1)[O:8][CH2:11][CH2:12][S:13][CH3:14] |f:2.3.4|. Solvent: CN(C)C=O (DMF). Product: BrC=1C=CC(=C(OCCSC)C1)Cl ((2-(5-Bromo-2-chlorophenoxy)ethyl)(methyl)sulfane). Reaction conditions: temperature 100 celsius. The reactants are BrC=1C=CC(=C(C1)O)Cl (5-Bromo-2-chlorophenol), ClCCSC ((2-chloroethyl)(methyl)sulfane), C([O-])([O-])=O.[Cs+].[Cs+] (cesium carbonate). Procedure: 5-Bromo-2-chlorophenol (500 mg, 2410 μmol) and (2-chloroethyl)(methyl)sulfane (262 μl, 2651 μmol) were combined with cesium carbonate (942 mg, 2892 μmol) in DMF and heated to 100° C. for 2 h. The mixture was then filtered and purified using reverse phase chromatography. This purified material was carried forward to the next step.